Dataset: the Open Reaction Database (ORD), a public repository of structured organic reaction records. Task: describe an organic reaction: reactants, conditions, products, and yield Reactants: FC=1C=C2C=CC(=NC2=CC1O)C (6-fluoro-2-methylquinolin-7-ol), C(=O)([O-])[O-].[Cs+].[Cs+] (Cs2CO3), CC1=CC=C(C=C1)S(=O)(=O)OC[C@H](C)OC ((S)-2-methoxypropyl 4-methylbenzenesulfonate). Solvent: CN1CCCC1=O (NMP). Reaction conditions: temperature 80 celsius. The product is FC=1C=C2C=CC(=NC2=CC1OC[C@H](C)OC)C ((S)-6-fluoro-7-(2-methoxypropoxy)-2-methylquinoline). As a reaction SMILES: [F:1][C:2]1[CH:3]=[C:4]2[C:9](=[CH:10][C:11]=1[OH:12])[N:8]=[C:7]([CH3:13])[CH:6]=[CH:5]2.C([O-])([O-])=O.[Cs+].[Cs+].CC1C=CC(S(O[CH2:31][C@@H:32]([O:34][CH3:35])[CH3:33])(=O)=O)=CC=1>CN1C(=O)CCC1>[F:1][C:2]1[CH:3]=[C:4]2[C:9](=[CH:10][C:11]=1[O:12][CH2:31][C@@H:32]([O:34][CH3:35])[CH3:33])[N:8]=[C:7]([CH3:13])[CH:6]=[CH:5]2 |f:1.2.3|. Procedure: To a stirred mixture of 6-fluoro-2-methylquinolin-7-ol (0.200 g, 1.13 mmol), Cs2CO3 (0.552 g, 1.69 mmol) and NMP (2.3 mL) was added (S)-2-methoxypropyl 4-methylbenzenesulfonate (0.303 g, 1.24 mmol). The reaction mixture was heated at 80° C. for 1 hour. After cooling, the reaction was partitioned between toluene and water. The aqueous layer was extracted with toluene. The combined organic layers were washed with water and brine, dried and concentrated to give the crude product, which was used in ... Reactants: Cc1nc(N)ccc1[N+](=O)[O-], [Na+], O=[N+]([O-])[O-], O, O=S(=O)(O)O. Product: Cc1[nH]c(=O)ccc1[N+](=O)[O-]. As a reaction SMILES: [NH2:1][c:2]1[n:3][c:4]([CH3:11])[c:5]([N+:8](=[O:9])[O-:10])[cH:6][cH:7]1.[Na+:17].[O-:18][N+:19](=[O:20])[O-:21].[OH2:22].[S:12]([OH:13])(=[O:14])(=[O:15])[OH:16]>>[c:2]1(=[O:13])[nH:3][c:4]([CH3:11])[c:5]([N+:8](=[O:9])[O-:10])[cH:6][cH:7]1. Yields the product OC1C2=C(OCC3=C1C=CC=C3)C=CC(=C2)CCOC(C2=CC=CC=C2)(C2=CC=CC=C2)C2=CC=CC=C2 (11-Hydroxy-2-(2-triphenylmethyloxyethyl)-6,11-dihydrodibenz[b,e]oxepin). Conditions: temperature 50 celsius, time 5 hour. Solvent: N1=CC=CC=C1 (pyridine). Reaction SMILES: [C:1]1([C:7]([C:15]2[CH:20]=[CH:19][CH:18]=[CH:17][CH:16]=2)([C:9]2[CH:14]=[CH:13][CH:12]=[CH:11][CH:10]=2)Cl)[CH:6]=[CH:5][CH:4]=[CH:3][CH:2]=1.O.[OH:22][CH:23]1[C:29]2[CH:30]=[CH:31][CH:32]=[CH:33][C:28]=2[CH2:27][O:26][C:25]2[CH:34]=[CH:35][C:36]([CH2:38][CH2:39][OH:40])=[CH:37][C:24]1=2>N1C=CC=CC=1>[OH:22][CH:23]1[C:29]2[CH:30]=[CH:31][CH:32]=[CH:33][C:28]=2[CH2:27][O:26][C:25]2[CH:34]=[CH:35][C:36]([CH2:38][CH2:39][O:40][C:7]([C:15]3[CH:20]=[CH:19][CH:18]=[CH:17][CH:16]=3)([C:9]3[CH:14]=[CH:13][CH:12]=[CH:11][CH:10]=3)[C:1]3[CH:6]=[CH:5][CH:4]=[CH:3][CH:2]=3)=[CH:37][C:24]1=2. Isolated yield 64.9%. The reactants are C1(=CC=CC=C1)C(Cl)(C1=CC=CC=C1)C1=CC=CC=C1 (triphenylchloromethane), O (water), OC1C2=C(OCC3=C1C=CC=C3)C=CC(=C2)CCO (11-hydroxy-2-(2-hydroxyethyl)-6,11-dihydrodibenz[b,e]oxepin). Procedure: In this process, 17.2 g of 11-hydroxy-2-(2-hydroxyethyl)-6,11-dihydrodibenz[b,e]oxepin is dissolved in 50 ml of pyridine. To the solution is added 30 g of triphenylchloromethane and the mixture is stirred at 50° C. for 5 hours. After adding water and stirring the mixture for 2 hours, the solvent is distilled away under reduced pressure. The mixture is extracted with 1000 ml of ethyl acetate, washed with saturated aqueous sodium chloride solution, and dried over anhydrous sodium sulfate. The solv... The reactants are ClC(COC(C1=C(C=CC=C1)CSC1=CC(=CC=C1)CC(=O)O)=O)(Cl)Cl (2-(3-carboxymethyl-phenylsulfanylmethyl)-benzoic acid 2,2,2-trichloro-ethyl ester), C([O-])([O-])=O.[Cs+].[Cs+] (cesium carbonate), SC1=CC=C(C(=O)O)C=C1 (4-mercapto-benzoic acid), ClC(COC(C1=C(C=CC=C1)CBr)=O)(Cl)Cl (2-bromomethyl-benzoic acid 2,2,2-trichloro-ethyl ester). The solvent is CN(C)C=O (DMF). Product: ClC(COC(C1=C(C=CC=C1)CSC1=CC=C(C=C1)C(=O)O)=O)(Cl)Cl (2-(4-Carboxy-phenylsulfanylmethyl)-benzoic acid 2,2,2-trichloro-ethyl ester). As a reaction SMILES: [Cl:1][C:2]([Cl:26])([Cl:25])[CH2:3][O:4][C:5](=[O:24])[C:6]1[CH:11]=[CH:10][CH:9]=[CH:8][C:7]=1[CH2:12][S:13][C:14]1[CH:19]=[CH:18][CH:17]=[C:16](CC(O)=O)[CH:15]=1.SC1C=CC([C:32]([OH:34])=[O:33])=CC=1.ClC(Cl)(Cl)COC(=O)C1C=CC=CC=1CBr.C(=O)([O-])[O-].[Cs+].[Cs+]>CN(C=O)C>[Cl:1][C:2]([Cl:26])([Cl:25])[CH2:3][O:4][C:5](=[O:24])[C:6]1[CH:11]=[CH:10][CH:9]=[CH:8][C:7]=1[CH2:12][S:13][C:14]1[CH:19]=[CH:18][C:17]([C:32]([OH:34])=[O:33])=[CH:16][CH:15]=1 |f:3.4.5|. Procedure details: The titled compound was prepared according to the method described for 2-(3-carboxymethyl-phenylsulfanylmethyl)-benzoic acid 2,2,2-trichloro-ethyl ester above from 4-mercapto-benzoic acid (60 mg, 0.389 mmol), 2-bromomethyl-benzoic acid 2,2,2-trichloro-ethyl ester (135 mg, 0.389 mmol), cesium carbonate (152 mg, 0.467 mmol) and DMF (2 mL). The crude material (85 mg, 52%) was used for the next step without further purification; 1H NMR (400 MHz, CDCl3): δ 4.70 (s, 2H), 5.15 (s, 2H), 7.40 (d, 2H), 7....